This data is from the Open Reaction Database (ORD), a public repository of structured organic reaction records. The task is: describe an organic reaction: reactants, conditions, products, and yield Starting materials: CCO, CC(C)OC(C)C, Cl, [Fe], CS(=O)(=O)c1ccccc1S(=O)(=O)Nc1ccc2[nH]nc(-c3ccccc3[N+](=O)[O-])c2c1, O. RXN SMILES: [CH3:33][CH2:34][OH:35].[CH:37]([O:38][CH:39]([CH3:40])[CH3:41])([CH3:42])[CH3:43].[ClH:36].[Fe:44].[N+:1]([O-:2])(=[O:3])[c:4]1[c:5](-[c:10]2[n:11][nH:12][c:13]3[cH:14][cH:15][c:16]([NH:19][S:20](=[O:21])(=[O:22])[c:23]4[c:24]([S:29](=[O:30])(=[O:31])[CH3:32])[cH:25][cH:26][cH:27][cH:28]4)[cH:17][c:18]23)[cH:6][cH:7][cH:8][cH:9]1.[OH2:45]>>[NH2:1][c:4]1[c:5](-[c:10]2[n:11][nH:12][c:13]3[cH:14][cH:15][c:16]([NH:19][S:20](=[O:21])(=[O:22])[c:23]4[c:24]([S:29](=[O:30])(=[O:31])[CH3:32])[cH:25][cH:26][cH:27][cH:28]4)[cH:17][c:18]23)[cH:6][cH:7][cH:8][cH:9]1. Yields the product CS(=O)(=O)c1ccccc1S(=O)(=O)Nc1ccc2[nH]nc(-c3ccccc3N)c2c1. The reactants are CCNc1nc(S(C)(=O)=O)nc2c1C(=O)N(c1cccc(-c3nn(C)c(=O)o3)c1)CC1CCCN21, C1CCOC1, C1CCOC1, CCN. The product is CCNc1nc(NCC)c2c(n1)N1CCCC1CN(c1cccc(-c3nn(C)c(=O)o3)c1)C2=O. As a reaction SMILES: [CH2:1]([CH3:2])[NH:3][c:4]1[n:5][c:6]([S:32]([CH3:33])(=[O:34])=[O:35])[n:7][c:8]2[c:17]1[C:16](=[O:18])[N:15]([c:19]1[cH:20][c:21](-[c:25]3[n:26][n:27]([CH3:31])[c:28](=[O:30])[o:29]3)[cH:22][cH:23][cH:24]1)[CH2:14][CH:13]1[N:9]2[CH2:10][CH2:11][CH2:12]1.[CH2:39]1[O:40][CH2:41][CH2:42][CH2:43]1.[CH2:44]1[O:45][CH2:46][CH2:47][CH2:48]1.[CH3:36][CH2:37][NH2:38]>>[CH2:1]([CH3:2])[NH:3][c:4]1[n:5][c:6]([NH:38][CH2:37][CH3:36])[n:7][c:8]2[c:17]1[C:16](=[O:18])[N:15]([c:19]1[cH:20][c:21](-[c:25]3[n:26][n:27]([CH3:31])[c:28](=[O:30])[o:29]3)[cH:22][cH:23][cH:24]1)[CH2:14][CH:13]1[N:9]2[CH2:10][CH2:11][CH2:12]1. The reactants are C1(=CC=CC=C1)C=1OC(=CC(C1C(=O)OC)=O)C1=CC=CC=C1 (2,6-diphenyl-3-methoxycarbonyl-pyr-4-one), CO (methanol), CN (methylamine), C(C)(=O)O (acetic acid). Solvent: O (water). The product is C1(=CC=CC=C1)C1=C(C(=O)OC)C(C=C(N1C)C1=CC=CC=C1)=O (methyl 2,6-diphenyl-1-methyl-4-oxonicotinate). As a reaction SMILES: [C:1]1([C:7]2O[C:9]([C:18]3[CH:23]=[CH:22][CH:21]=[CH:20][CH:19]=3)=[CH:10][C:11](=[O:17])[C:12]=2[C:13]([O:15][CH3:16])=[O:14])[CH:6]=[CH:5][CH:4]=[CH:3][CH:2]=1.CO.[CH3:26][NH2:27].C(O)(=O)C>O>[C:1]1([C:7]2[N:27]([CH3:26])[C:9]([C:18]3[CH:23]=[CH:22][CH:21]=[CH:20][CH:19]=3)=[CH:10][C:11](=[O:17])[C:12]=2[C:13]([O:15][CH3:16])=[O:14])[CH:6]=[CH:5][CH:4]=[CH:3][CH:2]=1. Procedure details: 3.0 gms of 2,6-diphenyl-3-methoxycarbonyl-pyr-4-one, 33 mls of methanol, 13.3 mls of 40% aqueous methylamine and 2 mls of glacial acetic acid were mixed at room termperature. The next day the mixture was diluted with water. Filtration of the resulting suspension yielded 2.5 gms of methyl 2,6-diphenyl-1-methyl-4-oxonicotinate. Recrystallization from methanol provided material at 255°-7°. Starting materials: ice, [Br-] (bromide), C(C)(=O)OC(C(=O)OC)NC(=O)OC(C)(C)C (methyl 2-acetoxy-2-[((1,1-dimethylethoxy)carbonyl)amino]acetate), C(C#C)Br (propargyl bromide). Reagents/catalysts: [Zn] (zinc). Run in CN(C)C=O (DMF), CCOC(=O)C (EtOAc). Run at time 1 hour. Yields the product CC(C)(OC(=O)NC(C(=O)OC)CC#C)C (methyl 2-[((1,1-dimethylethoxy) carbonyl)amino]-4-pentynoate). Yield: 97.5%. RXN SMILES: C(O[CH:5]([NH:10][C:11]([O:13][C:14]([CH3:17])([CH3:16])[CH3:15])=[O:12])[C:6]([O:8][CH3:9])=[O:7])(=O)C.[CH2:18](Br)[C:19]#[CH:20].[Br-]>CN(C=O)C.CCOC(C)=O.[Zn]>[CH3:17][C:14]([CH3:15])([O:13][C:11]([NH:10][CH:5]([CH2:20][C:19]#[CH:18])[C:6]([O:8][CH3:9])=[O:7])=[O:12])[CH3:16]. Reported procedure: To an ice cooled suspension of the product of Example 2 (4.00 g, 16.2 mmol) and zinc dust (2.63 g, 40.5 mmol) in DMF (30 mL) under nitrogen was added slowly via syringe propargyl bromide (80% w/w in toluene) (6.02 g, 40.5 mmol). The bromide was added at such a rate as to maintain the internal temperature between 20°-25° C., then stirred at that temperature for an additional 1 hour. The reaction mixture was diluted with 100 mL of EtOAc, washed successively with 0.5N HCl (200 mL), sat'd NaHCO3 (20...